Dataset: the Open Reaction Database (ORD), a public repository of structured organic reaction records. Task: describe an organic reaction: reactants, conditions, products, and yield Starting materials: BrC=1C=C(N)C=C(C1)C(F)(F)F (3-bromo-5-(trifluoromethyl)aniline), C(C)(C)(C)OC(=O)N1C(=CC=C1)B(O)O ([1-(tert-butoxycarbonyl)-1H-pyrrol-2-yl]boronic acid), C([O-])([O-])=O.[Na+].[Na+] (sodium carbonate). Reagents/catalysts: C=1C=CC(=CC1)[P](C=2C=CC=CC2)(C=3C=CC=CC3)[Pd]([P](C=4C=CC=CC4)(C=5C=CC=CC5)C=6C=CC=CC6)([P](C=7C=CC=CC7)(C=8C=CC=CC8)C=9C=CC=CC9)[P](C=1C=CC=CC1)(C=1C=CC=CC1)C=1C=CC=CC1 (Tetrakis(triphenylphosphine)palladium(0)). The solvent is COCCOC (1,2 dimethoxyethane), O (water), O (Water). Reaction conditions: temperature 80 celsius. Yields the product NC=1C=C(C=C(C1)C(F)(F)F)C=1N(C=CC1)C(=O)OC(C)(C)C (tert-butyl 2-[3-amino-5-(trifluoromethyl)phenyl]-1H-pyrrole-1-carboxylate). The yield is 74.6%. Reaction SMILES: Br[C:2]1[CH:3]=[C:4]([CH:6]=[C:7]([C:9]([F:12])([F:11])[F:10])[CH:8]=1)[NH2:5].[C:13]([O:17][C:18]([N:20]1[CH:24]=[CH:23][CH:22]=[C:21]1B(O)O)=[O:19])([CH3:16])([CH3:15])[CH3:14].C(=O)([O-])[O-].[Na+].[Na+]>C1C=CC([P]([Pd]([P](C2C=CC=CC=2)(C2C=CC=CC=2)C2C=CC=CC=2)([P](C2C=CC=CC=2)(C2C=CC=CC=2)C2C=CC=CC=2)[P](C2C=CC=CC=2)(C2C=CC=CC=2)C2C=CC=CC=2)(C2C=CC=CC=2)C2C=CC=CC=2)=CC=1.O.COCCOC>[NH2:5][C:4]1[CH:3]=[C:2]([C:21]2[N:20]([C:18]([O:17][C:13]([CH3:16])([CH3:15])[CH3:14])=[O:19])[CH:24]=[CH:23][CH:22]=2)[CH:8]=[C:7]([C:9]([F:12])([F:11])[F:10])[CH:6]=1 |f:2.3.4,^1:37,39,58,77|. Reported procedure: A mixture of 3-bromo-5-(trifluoromethyl)aniline (1.50 mL, 10.6 mmol), water (15.0 mL), 1,2 dimethoxyethane (75 mL), [1-(tert-butoxycarbonyl)-1H-pyrrol-2-yl]boronic acid (3.36 g, 15.9 mmol) and sodium carbonate (4.50 g, 42.4 mmol) was degassed with nitrogen for 5 min. Tetrakis(triphenylphosphine)palladium(0) (0.74 mg, 0.64 mmol) was added to the mixture and the slurry was heated at 80° C. for 3 h. Water was added and the mixture was extracted with EtOAc. The organic solutions were combined, dried... Reactants: B(=O)[O-].[Na+] (sodium boranate), C1(CCC(N1)=O)=O (succinimide), C(C)O (ethanol), [OH-].[K+] (potassium hydroxide). Reagents/catalysts: Cl (hydrogen chloride). Reaction conditions: temperature 0 celsius, time 1 hour. Yields the product C(C)OC1CCC(=O)N1 (γ-ethoxy-γ-butyrolactam). The yield is 55.0%. Reaction SMILES: [C:1]1(=[O:7])[NH:5][C:4](=[O:6])[CH2:3][CH2:2]1.B([O-])=O.[Na+].[OH-].[K+].[CH2:14](O)[CH3:15]>Cl>[CH2:14]([O:6][CH:4]1[NH:5][C:1](=[O:7])[CH2:2][CH2:3]1)[CH3:15] |f:1.2,3.4|. Reported procedure: At 0° C., 9.91 g of succinimide were charged initially in 415 ml of ethanol and a total of 5.53 g of sodium boranate was added a little at a time. At this temperature, every 15 minutes 2 to 3 drops of 2N ethanolic hydrogen chloride were added dropwise over 4½ hours. Subsequently, the mixture was acidified to pH 3 using more acid. After stirring for 1 hour at 0° C., the mixture was neutralized using 1% strength ethanolic potassium hydroxide solution and the mixture was stirred for a further 15 mi... The reactants are C(CCCCCCCCCCCCC)(=O)O (myristic acid), C([O-])([O-])=O.[Na+].[Na+] (sodium carbonate), CC1=C(O)C=CC(=C1)O (monomethylhydroquinone), B(F)(F)F (boron trifluoride). Solvent: O (water), O (water). Reaction conditions: temperature 100 celsius, time 2 hour. Yields the product CC=1C=C(O)C(=CC1O)C(CCCCCCCCCCCCC)=O (3-methyl-6-myristoyl-hydroquinone). Reaction SMILES: [C:1]([OH:16])(=O)[CH2:2][CH2:3][CH2:4][CH2:5][CH2:6][CH2:7][CH2:8][CH2:9][CH2:10][CH2:11][CH2:12][CH2:13][CH3:14].[CH3:17][C:18]1[CH:24]=[C:23]([OH:25])[CH:22]=[CH:21][C:19]=1[OH:20].B(F)(F)F.C(=O)([O-])[O-].[Na+].[Na+]>O>[CH3:17][C:18]1[CH:24]=[C:23]([C:22]([C:1](=[O:16])[CH2:2][CH2:3][CH2:4][CH2:5][CH2:6][CH2:7][CH2:8][CH2:9][CH2:10][CH2:11][CH2:12][CH2:13][CH3:14])=[CH:21][C:19]=1[OH:20])[OH:25] |f:3.4.5|. Procedure: 228 g (1 mole) of myristic acid and 136 g (1.1 mole) of monomethylhydroquinone were melted together whilst stirring a 100° C. and saturated with boron trifluoride for 4 h. After being stirred for 2 h at 100° C. the mixture was poured into 3 l of water. The product formed was pulverized under water and neutralized with a solution of 110 g of sodium carbonate in 400 ml of water, suction-filtered, washed with water, dried, and recrystallized from benzine. Yield: 305 g of compound Y1a. Melting point... The reactants are ClC1=C(C(=CC(=C1)C(F)(F)F)Cl)N1C=NC(=C1N)SC(F)(F)F (1-(2,6-dichloro-4-trifluoromethylphenyl)-5-amino-4-trifluoromethylsulfenylimidazole), C(Br)(Br)Br (bromoform), C(C)(C)(C)ON=O (t-butylnitrite), C1(=CC=CC=C1)C (toluene). The solvent is C(C)#N (acetonitrile). Conditions: time 1.5 hour. Product: ClC1=C(C(=CC(=C1)C(F)(F)F)Cl)N1C=NC(=C1Br)SC(F)(F)F (1-(2,6-dichloro-4-trifluoromethylphenyl)-5-bromo-4-trifluoromethylsulfenylimidazole). Yield: 34.4%. RXN SMILES: [Cl:1][C:2]1[CH:7]=[C:6]([C:8]([F:11])([F:10])[F:9])[CH:5]=[C:4]([Cl:12])[C:3]=1[N:13]1[C:17](N)=[C:16]([S:19][C:20]([F:23])([F:22])[F:21])[N:15]=[CH:14]1.C(Br)(Br)[Br:25].C(ON=O)(C)(C)C.C1(C)C=CC=CC=1>C(#N)C>[Cl:1][C:2]1[CH:7]=[C:6]([C:8]([F:11])([F:10])[F:9])[CH:5]=[C:4]([Cl:12])[C:3]=1[N:13]1[C:17]([Br:25])=[C:16]([S:19][C:20]([F:23])([F:22])[F:21])[N:15]=[CH:14]1. Procedure: To a solution of 2.0 g (5.05 mmole) of 1-(2,6-dichloro-4-trifluoromethylphenyl)-5-amino-4-trifluoromethylsulfenylimidazole in 10 ml of acetonitrile was added 1 ml of bromoform and 1.20 ml (10.10 mmole) of t-butylnitrite at 0° C. The resulting mixture was stirred at RT under a nitrogen atmosphere for 1.5 h. Ten ml of toluene was added and the mixture was evaporated to dryness under vacuum. The residue was purified by column chromatography on silica gel using 5% ethyl acetate in hexane to give 800... The reactants are epoxide, N,N'-Diglycidyl-5,5'-dimethylhydantoin, epoxide, C(C1CO1)OC1=CC=C(C=C1)C(C)(C)C1=CC=C(C=C1)OCC1CO1 (bisphenol A diglycidyl ether), epoxide, C(CCCO)O (1,4-butane diol), C1(=CC=CC=C1)N1C=NC=C1 (N-phenylimidazole), C1(=CC=CC=C1)C=1NC=CN1 (2-phenylimidazole). Conditions: time 5 hour. Product: C=CC1=CC=CC=C1.C=CC1=CC=C(C=C1)C=C.C1C(O1)COCC2=CC=CC=C2 (EPOXIDE RESIN). Reaction SMILES: C(O[C:6]1[CH:11]=[CH:10][C:9]([C:12]([C:15]2[CH:20]=[CH:19][C:18]([O:21][CH2:22][CH:23]3[O:25][CH2:24]3)=CC=2)(C)[CH3:13])=[CH:8][CH:7]=1)C1OC1.[CH2:26](O)[CH2:27][CH2:28][CH2:29]O.C1(N2C=CN=C2)C=CC=CC=1.[C:43]1([C:49]2NC=CN=2)[CH:48]=[CH:47]C=[CH:45][CH:44]=1>>[CH2:13]=[CH:12][C:9]1[CH:10]=[CH:11][CH:6]=[CH:7][CH:8]=1.[CH2:26]=[CH:27][C:28]1[CH:29]=[CH:49][C:43]([CH:48]=[CH2:47])=[CH:44][CH:45]=1.[CH2:24]1[O:25][CH:23]1[CH2:22][O:21][CH2:18][C:19]1[CH:10]=[CH:9][CH:12]=[CH:15][CH:20]=1 |f:4.5.6|. Reported procedure: N,N'-Diglycidyl-5,5'-dimethylhydantoin (8.04 epoxide equiv./kg, 100 g), bisphenol A diglycidyl ether (5.30 epoxide equiv./kg, 100 g), 1,4-butane diol (37.2 g) and N-phenylimidazole (0.2 g) are stirred at 120° C. for 5 hours. A further portion of 2-phenylimidazole (0.2 g) is added and the heating is continued at 120° C. for another 5 hours and then at 140° C. for 61/2 hours, by which time the epoxide content of the mixture is 2.44 equiv./kg. Reactants: N[C@@H]1[C@H](CCC1)NC(OC(C)(C)C)=O (tert-butyl N-[(1S,2S)-2-aminocyclopentyl]carbamate), BrC=1C(=NC(=NC1)Cl)Cl (5-bromo-2,4-dichloro-pyrimidine), BrC=1C(=NC(=NC1)Cl)NC(CNC(OC(C)(C)C)=O)C(C)C (tert-butyl N-[2-[(5-bromo-2-chloro-pyrimidin-4-yl)amino]-3-methyl-butyl]carbamate). The product is BrC=1C(=NC(=NC1)Cl)N[C@@H]1[C@H](CCC1)NC(OC(C)(C)C)=O (tert-butyl N-[(1S,2S)-2-[(5-bromo-2-chloro-pyrimidin-4-yl)amino]cyclopentyl]carbamate). Reaction SMILES: [NH2:1][C@H:2]1[CH2:6][CH2:5][CH2:4][C@@H:3]1[NH:7][C:8](=[O:14])[O:9][C:10]([CH3:13])([CH3:12])[CH3:11].[Br:15][C:16]1[C:17](Cl)=[N:18][C:19]([Cl:22])=[N:20][CH:21]=1.BrC1C(NC(C(C)C)CNC(=O)OC(C)(C)C)=NC(Cl)=NC=1>>[Br:15][C:16]1[C:17]([NH:1][C@H:2]2[CH2:6][CH2:5][CH2:4][C@@H:3]2[NH:7][C:8](=[O:14])[O:9][C:10]([CH3:11])([CH3:13])[CH3:12])=[N:18][C:19]([Cl:22])=[N:20][CH:21]=1. Procedure details: tert-butyl N-[(1S,2S)-2-[(5-bromo-2-chloro-pyrimidin-4-yl)amino]cyclopentyl]carbamate was synthesized by treating tert-butyl N-[(1S,2S)-2-aminocyclopentyl]carbamate with 5-bromo-2,4-dichloro-pyrimidine using analogous reaction conditions as described for tert-butyl N-[2-[(5-bromo-2-chloro-pyrimidin-4-yl)amino]-3-methyl-butyl]carbamate. 1H NMR (600 MHz, DMSO-d6) δ ppm 1.27 (s, 9H) 1.42-1.54 (m, 2H) 1.56-1.65 (m, 2H) 1.80-1.88 (m, 1H) 1.96-2.01 (m, 1H) 3.88-3.96 (m, 1H) 4.03-4.09 (m, 1H) 6.91 (d, ... The reactants are C(\C=C/C(=O)O)(=O)O (maleic acid), S1C2=C(C=C1)C(=CC=C2)N2CCN(CC2)CCCCOC2=CC=C1C=CC(NC1=C2)=O (7-[4-(4-benzo[b]thiophen-4-yl-piperazin-1-yl)butoxy]-1H-quinolin-2-one). The solvent is CO (methanol), ClCCl (dichloromethane), CO (methanol). Yields the product C(\C=C/C(=O)O)(=O)O.S1C2=C(C=C1)C(=CC=C2)N2CCN(CC2)CCCCOC2=CC=C1C=CC(NC1=C2)=O (7-[4-(4-benzo[b]thiophen-4-yl-piperazin-1-yl)butoxy]-1H-quinolin-2-one maleate). As a reaction SMILES: [C:1]([OH:8])(=[O:7])/[CH:2]=[CH:3]\[C:4]([OH:6])=[O:5].[S:9]1[CH:13]=[CH:12][C:11]2[C:14]([N:18]3[CH2:23][CH2:22][N:21]([CH2:24][CH2:25][CH2:26][CH2:27][O:28][C:29]4[CH:38]=[C:37]5[C:32]([CH:33]=[CH:34][C:35](=[O:39])[NH:36]5)=[CH:31][CH:30]=4)[CH2:20][CH2:19]3)=[CH:15][CH:16]=[CH:17][C:10]1=2>CO.ClCCl>[C:1]([OH:8])(=[O:7])/[CH:2]=[CH:3]\[C:4]([OH:6])=[O:5].[S:9]1[CH:13]=[CH:12][C:11]2[C:14]([N:18]3[CH2:19][CH2:20][N:21]([CH2:24][CH2:25][CH2:26][CH2:27][O:28][C:29]4[CH:38]=[C:37]5[C:32]([CH:33]=[CH:34][C:35](=[O:39])[NH:36]5)=[CH:31][CH:30]=4)[CH2:22][CH2:23]3)=[CH:15][CH:16]=[CH:17][C:10]1=2 |f:4.5|. Procedure: A methanol solution of maleic acid was added to a solution of 7-[4-(4-benzo[b]thiophen-4-yl-piperazin-1-yl)butoxy]-1H-quinolin-2-one in methanol and dichloromethane and the solvent was evaporated under reduced pressure. The residue was recrystallized from 80% ethanol and thereby 7-[4-(4-benzo[b]thiophen-4-yl-piperazin-1-yl)butoxy]-1H-quinolin-2-one maleate was obtained in the form of a white powder. The reactants are Cc1ccccc1, O=C(Cl)CCCCl, CC1CC(=O)NN=C1c1ccc(N)cc1. The product is CC1CC(=O)NN=C1c1ccc(NC(=O)CCCCl)cc1. RXN SMILES: [CH3:23][c:24]1[cH:25][cH:26][cH:27][cH:28][cH:29]1.[Cl:16][CH2:17][CH2:18][CH2:19][C:20](=[O:21])[Cl:22].[NH2:1][c:2]1[cH:3][cH:4][c:5]([C:8]2=[N:13][NH:12][C:11](=[O:14])[CH2:10][CH:9]2[CH3:15])[cH:6][cH:7]1>>[NH:1]([c:2]1[cH:3][cH:4][c:5]([C:8]2=[N:13][NH:12][C:11](=[O:14])[CH2:10][CH:9]2[CH3:15])[cH:6][cH:7]1)[C:20]([CH2:19][CH2:18][CH2:17][Cl:16])=[O:21]. The reactants are S(O)(O)(=O)=O (sulfuric acid), S(=O)(=O)(C1=CC=C(C)C=C1)OC1=CC(=C(C=C1NS(=O)(=O)C1=CC=C(C=C1)C)C)[N+](=O)[O-] (5-nitro-2-p-toluenesulfonamido-p-cresol tosylate). Solvent: O (water). Conditions: time 15 minute. Product: NC1=CC(=C(C=C1O)[N+](=O)[O-])C (2-Amino-5-nitro-p-cresol). The yield is 85.0%. As a reaction SMILES: S(=O)(=O)(O)O.S([O:16][C:17]1[C:22]([NH:23]S(C2C=CC(C)=CC=2)(=O)=O)=[CH:21][C:20]([CH3:34])=[C:19]([N+:35]([O-:37])=[O:36])[CH:18]=1)(C1C=CC(C)=CC=1)(=O)=O>O>[NH2:23][C:22]1[C:17]([OH:16])=[CH:18][C:19]([N+:35]([O-:37])=[O:36])=[C:20]([CH3:34])[CH:21]=1. Procedure: To 120 ml of stirring concentrated sulfuric acid at room temperature was added 12.0 g (0.0252 mol) of 5-nitro-2-p-toluenesulfonamido-p-cresol tosylate. Complete solution occurred without exotherm in 15 minutes. After stirring 11/2 hours the reaction was poured into 1500 ml of water and extracted with ethyl acetate. The organic layer was washed with aqueous sodium carbonate, dried over magnesium sulfate and concentrated under reduced pressure to yield 3.6 g (85 percent) of pure product as an oran...